This data is from the Open Reaction Database (ORD), a public repository of structured organic reaction records. The task is: describe an organic reaction: reactants, conditions, products, and yield The product is NCC1CCC(CNCCO)CC1. Reaction SMILES: [CH2:11]1[CH2:12][O:13]1.[CH3:14][OH:15].[CH:1]1([CH2:9][NH2:10])[CH2:2][CH2:3][CH:4]([CH2:7][NH2:8])[CH2:5][CH2:6]1>>[CH:1]1([CH2:9][NH2:10])[CH2:2][CH2:3][CH:4]([CH2:7][NH:8][CH2:11][CH2:12][OH:13])[CH2:5][CH2:6]1. Starting materials: C1CO1, CO, NCC1CCC(CN)CC1. Starting materials: COC(=O)C(Cc1ccc(-c2cccc(F)c2F)nc1)NC(=O)OC(C)(C)C, CO, [Li+], [OH-], O. Yields the product CC(C)(C)OC(=O)NC(Cc1ccc(-c2cccc(F)c2F)nc1)C(=O)O. RXN SMILES: [C:3]([CH3:4])([CH3:5])([CH3:6])[O:7][C:8](=[O:9])[NH:10][CH:11]([C:12](=[O:13])[O:14][CH3:15])[CH2:16][c:17]1[cH:18][n:19][c:20](-[c:23]2[c:24]([F:30])[c:25]([F:29])[cH:26][cH:27][cH:28]2)[cH:21][cH:22]1.[CH3:32][OH:33].[Li+:1].[OH-:2].[OH2:31]>>[C:3]([CH3:4])([CH3:5])([CH3:6])[O:7][C:8](=[O:9])[NH:10][CH:11]([C:12](=[O:13])[OH:14])[CH2:16][c:17]1[cH:18][n:19][c:20](-[c:23]2[c:24]([F:30])[c:25]([F:29])[cH:26][cH:27][cH:28]2)[cH:21][cH:22]1. Starting materials: CCc1ccc(-c2ccc(C3(CC(=O)OC(C)(C)C)CCNCCS3(=O)=O)s2)cc1, CCCS(=O)(=O)Cl, CCOC(C)=O, ClC(Cl)Cl, c1ccncc1. Yields the product CCCS(=O)(=O)N1CCC(CC(=O)OC(C)(C)C)(c2ccc(-c3ccc(CC)cc3)s2)S(=O)(=O)CC1. RXN SMILES: [CH2:1]([CH3:2])[c:3]1[cH:4][cH:5][c:6](-[c:9]2[cH:10][cH:11][c:12]([C:14]3([CH2:23][C:24](=[O:25])[O:26][C:27]([CH3:28])([CH3:29])[CH3:30])[CH2:15][CH2:16][NH:17][CH2:18][CH2:19][S:20]3(=[O:21])=[O:22])[s:13]2)[cH:7][cH:8]1.[CH2:37]([CH2:38][CH3:39])[S:40](=[O:41])(=[O:42])[Cl:43].[CH3:48][CH2:49][O:50][C:51](=[O:52])[CH3:53].[CH:44]([Cl:45])([Cl:46])[Cl:47].[cH:31]1[cH:32][cH:33][n:34][cH:35][cH:36]1>>[CH2:1]([CH3:2])[c:3]1[cH:4][cH:5][c:6](-[c:9]2[cH:10][cH:11][c:12]([C:14]3([CH2:23][C:24](=[O:25])[O:26][C:27]([CH3:28])([CH3:29])[CH3:30])[CH2:15][CH2:16][N:17]([S:40]([CH2:37][CH2:38][CH3:39])(=[O:41])=[O:42])[CH2:18][CH2:19][S:20]3(=[O:21])=[O:22])[s:13]2)[cH:7][cH:8]1. The yield is 83.7%. Reaction SMILES: [N+:1]([C:4]1[CH:12]=[CH:11][C:7]([C:8](O)=[O:9])=[C:6]([N:13]([CH:20]2[CH2:25][CH2:24][O:23][CH2:22][CH2:21]2)[C:14](=[O:19])[C:15]([F:18])([F:17])[F:16])[CH:5]=1)([O-:3])=[O:2].C(Cl)(=O)C(Cl)=O.[F:32][C:33]1[CH:34]=[C:35]([CH:47]=[C:48]([F:50])[CH:49]=1)[CH2:36][C:37]1[CH:38]=[C:39]2[C:43](=[CH:44][CH:45]=1)[NH:42][N:41]=[C:40]2[NH2:46]>C(Cl)Cl.N1C=CC=CC=1>[F:32][C:33]1[CH:34]=[C:35]([CH:47]=[C:48]([F:50])[CH:49]=1)[CH2:36][C:37]1[CH:38]=[C:39]2[C:43](=[CH:44][CH:45]=1)[NH:42][N:41]=[C:40]2[NH:46][C:8](=[O:9])[C:7]1[CH:11]=[CH:12][C:4]([N+:1]([O-:3])=[O:2])=[CH:5][C:6]=1[N:13]([CH:20]1[CH2:21][CH2:22][O:23][CH2:24][CH2:25]1)[C:14](=[O:19])[C:15]([F:16])([F:17])[F:18]. Reactants: [N+](=O)([O-])C1=CC(=C(C(=O)O)C=C1)N(C(C(F)(F)F)=O)C1CCOCC1 (4-nitro-2-[(tetrahydro-pyran-4-yl)-(2,2,2-trifluoro-acetyl)-amino]-benzoic acid), C(C(=O)Cl)(=O)Cl (oxalyl chloride), FC=1C=C(CC=2C=C3C(=NNC3=CC2)N)C=C(C1)F (5-(3,5-difluoro-benzyl)-1H-indazol-3-ylamine). Yields the product FC=1C=C(CC=2C=C3C(=NNC3=CC2)NC(C2=C(C=C(C=C2)[N+](=O)[O-])N(C(C(F)(F)F)=O)C2CCOCC2)=O)C=C(C1)F (N-[5-(3,5-difluorobenzyl)-1H-indazol-3-yl]-4-nitro-2-[tetrahydro-2H-pyran-4-yl(trifluoroacetyl)amino]benzamide). Procedure: 4-nitro-2-[(tetrahydro-pyran-4-yl)-(2,2,2-trifluoro-acetyl)-amino]-benzoic acid (3.62 g, 10 mmol) and oxalyl chloride (3.8 mL, 30 mmol) were stirred in DCM dry (120 mL) and a few drops of dry DMF at room temperature for 2 hours Volatiles were evaporated and the residue dissolved in dry pyridine (50 mL) at 0° C. A solution of 5-(3,5-difluoro-benzyl)-1H-indazol-3-ylamine (2 gr, 7.72 mmol) in dry pyridine (20 mL) was added to the cooled reaction mixture under nitrogen atmosphere. The resulting mixt... The solvent is C(Cl)Cl (DCM), N1=CC=CC=C1 (pyridine). Starting materials: CCCC(C)(C)C(=O)O, O=S(Cl)Cl. Product: CCCC(C)(C)C(=O)Cl. RXN SMILES: [CH3:1][C:2]([C:3](=[O:4])[OH:5])([CH2:6][CH2:7][CH3:8])[CH3:9].[S:10]([Cl:11])([Cl:12])=[O:13]>>[CH3:1][C:2]([C:3](=[O:4])[Cl:12])([CH2:6][CH2:7][CH3:8])[CH3:9]. The reactants are S(=O)([O-])S(=O)[O-].[Na+].[Na+] (sodium dithionite), ClCCCCCCNC1=C(C(=NC(=C1[N+](=O)[O-])OC1=CC=CC=C1)C)C (N-(6-chlorohexyl)-2,3-dimethyl-5-nitro-6-phenoxypyridin-4-amine), C(C)O (ethanol), S(=O)([O-])S(=O)[O-].[Na+].[Na+] (sodium dithionite), O1CCCC1 (tetrahydrofuran). The solvent is O (water), O (water). Product: ClCCCCCCNC1=C(C(=NC(=C1C)C)OC1=CC=CC=C1)N (N4-(6-chlorohexyl)-5,6-dimethyl-2-phenoxypyridine-3,4-diamine). Yield: 126.3%. As a reaction SMILES: S(S([O-])=O)([O-])=O.[Na+].[Na+].[Cl:9][CH2:10][CH2:11][CH2:12][CH2:13][CH2:14][CH2:15][NH:16][C:17]1[C:22]([N+:23]([O-])=O)=[C:21]([O:26][C:27]2[CH:32]=[CH:31][CH:30]=[CH:29][CH:28]=2)[N:20]=[C:19]([CH3:33])[C:18]=1[CH3:34].C(O)C.O1CCCC1>O>[Cl:9][CH2:10][CH2:11][CH2:12][CH2:13][CH2:14][CH2:15][NH:16][C:17]1[C:18]([CH3:34])=[C:19]([CH3:33])[N:20]=[C:21]([O:26][C:27]2[CH:28]=[CH:29][CH:30]=[CH:31][CH:32]=2)[C:22]=1[NH2:23] |f:0.1.2|. Procedure details: A solution of sodium dithionite (24.01 g, 137.9 mmol) in water (90 mL) was added to a mixture of N-(6-chlorohexyl)-2,3-dimethyl-5-nitro-6-phenoxypyridin-4-amine (10.42 g, 27.58 mmol) and ethanol (276 mL). After about 4 hours sodium dithionite (6.71 g) in water (20 mL) was added to the reaction mixture. About 1 hour later tetrahydrofuran (100 mL) was added. When analysis by thin layer chromatography indicated that the reaction was complete, the reaction mixture was filtered to remove solids. The ... Reactants: C(C)OC(C(CC1CCCC1)C1=CC=C(C=C1)S(=O)(=O)CC(C)=O)=O (3-cyclopentyl-2-[4-(2-oxo-propylsulfonyl)-phenyl]-propionic acid ethyl ester), [OH-].[Na+] (sodium hydroxide). Solvent: CO (methanol), O (water). Run at temperature 25 celsius, time 6 hour. Product: C1(CCCC1)CC(C(=O)O)C1=CC=C(C=C1)S(=O)(=O)CC(C)=O (3-cyclopentyl-2-[4-(2-oxo-propylsulfonyl)-phenyl]-propionic acid). As a reaction SMILES: C([O:3][C:4](=[O:25])[CH:5]([C:12]1[CH:17]=[CH:16][C:15]([S:18]([CH2:21][C:22](=[O:24])[CH3:23])(=[O:20])=[O:19])=[CH:14][CH:13]=1)[CH2:6][CH:7]1[CH2:11][CH2:10][CH2:9][CH2:8]1)C.[OH-].[Na+]>CO.O>[CH:7]1([CH2:6][CH:5]([C:12]2[CH:17]=[CH:16][C:15]([S:18]([CH2:21][C:22](=[O:24])[CH3:23])(=[O:19])=[O:20])=[CH:14][CH:13]=2)[C:4]([OH:25])=[O:3])[CH2:11][CH2:10][CH2:9][CH2:8]1 |f:1.2|. Procedure details: A solution of the title C compound, 3-cyclopentyl-2-[4-(2-oxo-propylsulfonyl)-phenyl]-propionic acid ethyl ester (5 g, 0.013 mol) in 40 mL of methanol and 60 mL of water is treated with 1 g (0.027 mol) of sodium hydroxide and the reaction is stirred at 25° C. for 6 h. The reaction mixture is concentrated under vacuum, and the residue is re-dissolved in water and extracted with diethyl ether (50 mL). The aqueous layer is then acidified to pH 1 with 1 N aqueous hydrochloric acid solution. This sol... The reactants are O (Water), C(C#C)O (propargyl alcohol), [H-].[Na+] (sodium hydride), ClC=1C(=NSN1)C=1C=NC=CC1 (3-(4-chloro-1,2,5-thiadiazol-3-yl)pyridine). Run in O1CCCC1 (tetrahydrofuran), O1CCCC1 (tetrahydrofuran). Reaction conditions: time 2 hour. The product is C(C#C)OC=1C(=NSN1)C=1C=NC=CC1 (3-(4-propargyloxy-1,2,5-thiadiazol-3-yl)pyridine). Isolated yield 97.6%. Reaction SMILES: [CH2:1]([OH:4])[C:2]#[CH:3].[H-].[Na+].Cl[C:8]1[C:9]([C:13]2[CH:14]=[N:15][CH:16]=[CH:17][CH:18]=2)=[N:10][S:11][N:12]=1.O>O1CCCC1>[CH2:1]([O:4][C:8]1[C:9]([C:13]2[CH:14]=[N:15][CH:16]=[CH:17][CH:18]=2)=[N:10][S:11][N:12]=1)[C:2]#[CH:3] |f:1.2|. Procedure: To a solution of propargyl alcohol (420 mg, 7.5 mmol) and sodium hydride (180 mg, 7.5 mmol) in dry tetrahydrofuran was added a solution of 3-(4-chloro-1,2,5-thiadiazol-3-yl)pyridine (490 mg, 2.5 mmol) in dry tetrahydrofuran. The reaction mixture was stirred at room temperature for 2 h. Water was added and the mixture was extracted with ether. The ether phase was dried and evaporated to yield 530 mg (98%) of the title compound. Yield: 106.5%. Product: C(C)(C)(C)OC(=O)N(CC(F)(F)F)CC1=C(CCC(=O)O)C=CC(=C1)OC (2-[N-(tert-Butoxycarbonyl)-N-(2,2,2-trifluoroethyl)aminomethyl]-4-methoxydihydrocinnamic acid). RXN SMILES: [C:1]([O:5][C:6]([N:8]([CH2:14][C:15]1[CH:26]=[C:25]([O:27][CH3:28])[CH:24]=[CH:23][C:16]=1[CH2:17][CH2:18][C:19]([O:21]C)=[O:20])[CH2:9][C:10]([F:13])([F:12])[F:11])=[O:7])([CH3:4])([CH3:3])[CH3:2].[OH-].[Na+].Cl>O1CCOCC1>[C:1]([O:5][C:6]([N:8]([CH2:14][C:15]1[CH:26]=[C:25]([O:27][CH3:28])[CH:24]=[CH:23][C:16]=1[CH2:17][CH2:18][C:19]([OH:21])=[O:20])[CH2:9][C:10]([F:11])([F:12])[F:13])=[O:7])([CH3:3])([CH3:4])[CH3:2] |f:1.2|. Run in O1CCOCC1 (dioxane). Reported procedure: To a stirred solution of methyl 2-[N-(tert-butoxycarbonyl)-N-(2,2,2-trifluoroethyl)aminomethyl]-4-methoxydihydrocinnamate (43.71 g, 108 mmol) in dioxane (200 mL) was added aqueous 1 N NaOH (130 mL, 130 mmol). The cloudy reaction was stirred at RT for 4 h. The resulting a homogeneous solution was neutralized with 1 N HCl (130 mL, 130 mmol) and extracted with ethyl acetate (2×250 mL). The combined organic layers were washed with brine (250 mL), dried (MgSO4), and concentrated to give the title com... The reactants are C(C)(C)(C)OC(=O)N(CC(F)(F)F)CC1=C(CCC(=O)OC)C=CC(=C1)OC (methyl 2-[N-(tert-butoxycarbonyl)-N-(2,2,2-trifluoroethyl)aminomethyl]-4-methoxydihydrocinnamate), [OH-].[Na+] (NaOH), Cl (HCl). Conditions: time 4 hour. The reactants are C1(O)=CC(O)=CC(O)=C1 (phloroglucinol), C1(=CC=CC2=CC=CC=C12)CC(C(=O)OCC)C(=O)C (ethyl 2-(1-naphtylmethyl)acetoacetate), Cl (HCl). Run in C(C)O (ethanol). The product is OC1=CC(=CC2=C1C(=C(C(O2)=O)CC2=CC=CC1=CC=CC=C21)C)O (5,7-dihydroxy-4-methyl-3-(1-naphtylmethyl)-2H-1-benzopyran-2-one). RXN SMILES: [C:1]1([CH:9]=[C:7]([OH:8])[CH:6]=[C:4]([OH:5])[CH:3]=1)[OH:2].[C:10]1([CH2:20][CH:21]([C:27]([CH3:29])=O)[C:22](OCC)=[O:23])[C:19]2[C:14](=[CH:15][CH:16]=[CH:17][CH:18]=2)[CH:13]=[CH:12][CH:11]=1.Cl>C(O)C>[OH:2][C:1]1[C:9]2[C:27]([CH3:29])=[C:21]([CH2:20][C:10]3[C:19]4[C:14](=[CH:15][CH:16]=[CH:17][CH:18]=4)[CH:13]=[CH:12][CH:11]=3)[C:22](=[O:23])[O:8][C:7]=2[CH:6]=[C:4]([OH:5])[CH:3]=1. Procedure: A solution of phloroglucinol (0.47 g) and ethyl 2-(1-naphtylmethyl)acetoacetate (1.00 g) in ethanol (20 ml) was treated with dry HCl at 0° C. for 3 hours and the solution kept at that temperature overnight. Solvent was evaporated and the precipitate triturated with water and recrystallized from isopropanol-water (1:1). Yield 0,96 g (78%). Melting point 275-280° C.